This data is from the Open Reaction Database (ORD), a public repository of structured organic reaction records. The task is: describe an organic reaction: reactants, conditions, products, and yield Reactants: COC(=O)C1N(C(CN(C1)C(COC=1SC(=CC1)Cl)=O)=O)CC1=CC(=C(C=C1)C#N)N ((±)-1-(3-amino-4-cyano-benzyl)-4-[(5-chloro-thiophen-2-yloxy)-acetyl]-6-oxo-piperazine-2-carboxylic acid methyl ester), N1=CN=CN=C1 (1,3,5-triazine), CC(=O)O (HOAc). Run in CCO (EtOH). Yields the product COC(=O)C1N(C(CN(C1)C(COC=1SC(=CC1)Cl)=O)=O)CC1=CC=C2C(=NC=NC2=C1)N ((±)-1-(4-Amino-quinazolin-7-ylmethyl)-4-[(5-chloro-thiophen-2-yloxy)-acetyl]-6-oxo-piperazine-2-carboxylic acid methyl ester). Isolated yield 40.8%. RXN SMILES: [CH3:1][O:2][C:3]([CH:5]1[CH2:10][N:9]([C:11](=[O:20])[CH2:12][O:13][C:14]2[S:15][C:16]([Cl:19])=[CH:17][CH:18]=2)[CH2:8][C:7](=[O:21])[N:6]1[CH2:22][C:23]1[CH:28]=C[C:26](C#N)=[C:25](N)[CH:24]=1)=[O:4].[N:32]1[CH:37]=[N:36][CH:35]=[N:34][CH:33]=1.CC(O)=O>CCO>[CH3:1][O:2][C:3]([CH:5]1[CH2:10][N:9]([C:11](=[O:20])[CH2:12][O:13][C:14]2[S:15][C:16]([Cl:19])=[CH:17][CH:18]=2)[CH2:8][C:7](=[O:21])[N:6]1[CH2:22][C:23]1[CH:28]=[C:33]2[C:26]([C:37]([NH2:32])=[N:36][CH:35]=[N:34]2)=[CH:25][CH:24]=1)=[O:4]. Reported procedure: A solution containing (±)-1-(3-amino-4-cyano-benzyl)-4-[(5-chloro-thiophen-2-yloxy)-acetyl]-6-oxo-piperazine-2-carboxylic acid methyl ester (110 mg, 0.25 mmol), 1,3,5-triazine (207 mg, 2.55 mmol), and glacial HOAc (157 mg, 2.55 mmol) in absolute EtOH (5 mL) is maintained at reflux for 16 hours. The reaction mixture is concentrated to dryness and then purified by reverse-phase HPLC [Buffer A: water w/0.1% TFA; Buffer B: CH3CN w/0.1% TFA; Gradient: 0% B to 60% B over 30 min] to provide 50 mg (32%)... The reactants are NCCO, O=Cc1ccccn1. Product: OCCNCc1ccccn1. Reaction SMILES: [NH2:1][CH2:2][CH2:3][OH:4].[n:5]1[c:6]([CH:11]=[O:12])[cH:7][cH:8][cH:9][cH:10]1>>[NH:1]([CH2:2][CH2:3][OH:4])[CH2:11][c:6]1[n:5][cH:10][cH:9][cH:8][cH:7]1. Reactants: ClC=1C=C(C=CC1Cl)C1=C(C(=NN1C)C(C)=O)O (1-[5-(3,4-Dichlorophenyl)-4-hydroxy-1-methyl-1H-pyrazol-3-yl]ethanone), N(N)C(=S)NC1=CC=C(C(=O)O)C=C1 (4-hydrazinocarbonothioylaminobenzoic acid), CN(C=O)C (dimethylformamide). Reagents/catalysts: Cl (hydrochloric acid). Solvent: O (water). Product: ClC=1C=C(C=CC1Cl)C1=C(C(=NN1C)C(C)=NNC(=S)NC1=CC=C(C(=O)O)C=C1)O (4-{[(2-{1-[5-(3,4-dichlorophenyl)-4-hydroxy-1-methyl-1H-pyrazol-3-yl]ethylidene}hydrazino)carbonothioyl]amino}benzoic acid). Isolated yield 59.4%. Reaction SMILES: [Cl:1][C:2]1[CH:3]=[C:4]([C:9]2[N:13]([CH3:14])[N:12]=[C:11]([C:15](=O)[CH3:16])[C:10]=2[OH:18])[CH:5]=[CH:6][C:7]=1[Cl:8].[NH:19]([C:21]([NH:23][C:24]1[CH:32]=[CH:31][C:27]([C:28]([OH:30])=[O:29])=[CH:26][CH:25]=1)=[S:22])[NH2:20].CN(C)C=O>Cl.O>[Cl:1][C:2]1[CH:3]=[C:4]([C:9]2[N:13]([CH3:14])[N:12]=[C:11]([C:15](=[N:20][NH:19][C:21]([NH:23][C:24]3[CH:32]=[CH:31][C:27]([C:28]([OH:30])=[O:29])=[CH:26][CH:25]=3)=[S:22])[CH3:16])[C:10]=2[OH:18])[CH:5]=[CH:6][C:7]=1[Cl:8]. Reported procedure: 1-[5-(3,4-Dichlorophenyl)-4-hydroxy-1-methyl-1H-pyrazol-3-yl]ethanone (0.139 mmol, 39.7 mg) synthesized in Synthetic Example 1 and 4-hydrazinocarbonothioylaminobenzoic acid (0.139 mmol, 29.4 mg) were stirred with dimethylformamide (4 mL) and two drops of concentrated hydrochloric acid at room temperature for 22 hours. After addition of water, the precipitated yellow solid was recovered by filtration, washed with water and dried by means of a vacuum pump. The resulting solid was stirred with chlo... Reactants: NC1=C2C(C(=CN(C2=C(C(=C1F)F)F)C1CC1)C(=O)O)=O (5-amino-1-cyclopropyl-6,7,8-trifluoro-1,4-dihydro-4-oxoquinoline-3-carboxylic acid), NC[C@@H]1CNC[C@@H]1C (cis-3-aminomethyl-4-methylpyrrolidine). Run in C(C)#N (acetonitrile). The product is NC1=C2C(C(=CN(C2=C(C(=C1F)N1C[C@H]([C@H](C1)C)CN)F)C1CC1)C(=O)O)=O (5-amino-7-(cis-3-aminomethyl-4-methyl-1-pyrrolidinyl)-1-cyclopropyl-6,8-difluoro-1,4-dihydro-4-oxoquinoline-3-carboxylic acid). Yield: 81.0%. RXN SMILES: [NH2:1][C:2]1[C:11]([F:12])=[C:10](F)[C:9]([F:14])=[C:8]2[C:3]=1[C:4](=[O:21])[C:5]([C:18]([OH:20])=[O:19])=[CH:6][N:7]2[CH:15]1[CH2:17][CH2:16]1.[NH2:22][CH2:23][C@H:24]1[C@@H:28]([CH3:29])[CH2:27][NH:26][CH2:25]1>C(#N)C>[NH2:1][C:2]1[C:11]([F:12])=[C:10]([N:26]2[CH2:27][C@H:28]([CH3:29])[C@H:24]([CH2:23][NH2:22])[CH2:25]2)[C:9]([F:14])=[C:8]2[C:3]=1[C:4](=[O:21])[C:5]([C:18]([OH:20])=[O:19])=[CH:6][N:7]2[CH:15]1[CH2:16][CH2:17]1. Reported procedure: A mixture of 5-amino-1-cyclopropyl-6,7,8-trifluoro-1,4-dihydro-4-oxoquinoline-3-carboxylic acid (1.22 g), cis-3-aminomethyl-4-methylpyrrolidine (1.68 g), and acetonitrile (30 ml) was refluxed for 4.5 hours. The reaction mixture was concentrated to dryness under reduced pressure. The resulting crude crystals were recrystallized from ethanol to give 5-amino-7-(cis-3-aminomethyl-4-methyl-1-pyrrolidinyl)-1-cyclopropyl-6,8-difluoro-1,4-dihydro-4-oxoquinoline-3-carboxylic acid (1.3 g), recrystallized ... Product: FC=1C=C(C=CC1)N1C(N(C(C2=CC(=C(C=C12)F)F)=O)OCC1=CC=CC=C1)=O (1-(3-Fluorophenyl)-3-benzyloxy-6,7-difluoro-1H-quinazoline-2,4-dione). Procedure details: Using General Method 3, the reaction of carbonyldiimidazole (4.7 g, 29 mmol) and crude 2-(3-fluoro-anilino)-N-benzyloxy-4,5-difluoro-benzamide (Example Z, 5.4 g, 14.5 mmol) provided 1.8 g of the title compound as a solid, mp 179-181° C. Reactants: C(=O)(N1C=NC=C1)N1C=NC=C1 (carbonyldiimidazole), FC=1C=C(NC2=C(C(=O)NOCC3=CC=CC=C3)C=C(C(=C2)F)F)C=CC1 (2-(3-Fluoro-anilino)-N-benzyloxy-4,5-difluoro-benzamide). The yield is 31.2%. As a reaction SMILES: [C:1](N1C=CN=C1)(N1C=CN=C1)=[O:2].[F:13][C:14]1[CH:15]=[C:16]([CH:37]=[CH:38][CH:39]=1)[NH:17][C:18]1[CH:34]=[C:33]([F:35])[C:32]([F:36])=[CH:31][C:19]=1[C:20]([NH:22][O:23][CH2:24][C:25]1[CH:30]=[CH:29][CH:28]=[CH:27][CH:26]=1)=[O:21]>>[F:13][C:14]1[CH:15]=[C:16]([N:17]2[C:18]3[C:19](=[CH:31][C:32]([F:36])=[C:33]([F:35])[CH:34]=3)[C:20](=[O:21])[N:22]([O:23][CH2:24][C:25]3[CH:26]=[CH:27][CH:28]=[CH:29][CH:30]=3)[C:1]2=[O:2])[CH:37]=[CH:38][CH:39]=1. Starting materials: C(=O)([O-])[O-].[K+].[K+] (K2CO3), BrCC1OCCO1 (2-(bromomethyl)-1,3-dioxolane), COC=1C=C(C=CC1OCCN1CCCC1)N (3-methoxy-4-(2-(pyrrolidin-1-yl)ethoxy)benzenamine). Solvent: CS(=O)C (DMSO). Product: O1C(OCC1)CNC1=CC(=C(C=C1)OCCN1CCCC1)OC (N-((1,3-dioxolan-2-yl)methyl)-3-methoxy-4-(2-(pyrrolidin-1-yl)ethoxy)aniline). Reaction SMILES: C([O-])([O-])=O.[K+].[K+].Br[CH2:8][CH:9]1[O:13][CH2:12][CH2:11][O:10]1.[CH3:14][O:15][C:16]1[CH:17]=[C:18]([NH2:30])[CH:19]=[CH:20][C:21]=1[O:22][CH2:23][CH2:24][N:25]1[CH2:29][CH2:28][CH2:27][CH2:26]1>CS(C)=O>[O:10]1[CH2:11][CH2:12][O:13][CH:9]1[CH2:8][NH:30][C:18]1[CH:19]=[CH:20][C:21]([O:22][CH2:23][CH2:24][N:25]2[CH2:26][CH2:27][CH2:28][CH2:29]2)=[C:16]([O:15][CH3:14])[CH:17]=1 |f:0.1.2|. Procedure: A suspension of K2CO3 (235 mg, 1.70 mmol), 2-(bromomethyl)-1,3-dioxolane (400 mg, 1.70 mmol), and 3-methoxy-4-(2-(pyrrolidin-1-yl)ethoxy)benzenamine (3.0 g, 14.5 mmol), preparation described in Patent: WO2002/101146, in DMSO (17 mL) was heated at 80° C. for 24 hr. After removal of any precipitate by filtration, the filtrate was partitioned between EtOAc/H2O (100/20 mL). The organic layer was washed with brine and dried over MgSO4. After removal of the solvent under vacuum, the residue was chroma...